This data is from the Open Reaction Database (ORD), a public repository of structured organic reaction records. The task is: describe an organic reaction: reactants, conditions, products, and yield Reactants: C1(=CC=CC=C1)S (Thiophenol), TEA, C([C@H](O)C)(=O)OC ((R)-Methyl lactate), S(=O)(=O)(C(F)(F)F)OS(=O)(=O)C(F)(F)F (triflic anhydride), N1=C(C=CC=C1C)C (2,6-lutidine). The solvent is CC#N (CH3CN). The product is COC([C@@H](C)C1=CC=CC=C1)=S ((S)-methyl-2-phenylthiopropionate). The yield is 40.8%. RXN SMILES: [C:1]([O:6][CH3:7])(=O)[C@@H:2]([CH3:4])O.S(OS(C(F)(F)F)(=O)=O)(C(F)(F)F)(=O)=O.N1[C:28](C)=[CH:27][CH:26]=[CH:25][C:24]=1[CH3:30].C1([SH:37])C=CC=CC=1>CC#N>[CH3:7][O:6][C:1](=[S:37])[C@H:2]([C:24]1[CH:25]=[CH:26][CH:27]=[CH:28][CH:30]=1)[CH3:4]. Procedure details: (R)-Methyl lactate (0.553 g, 5.31 mol) was carried through the reaction sequence of Example 5 with triflic anhydride (1.03 ml, 6.11 mmol) and 2,6-lutidine (0.74 ml, 6.38 mmol) in 10 ml of CH3CN. Thiophenol (0.73 ml, 6.91 mmol) and TEA (1.93 ml, 13.8 mmol) were added and the workup described in Example 5 followed by purification by silica gel chromatography using 25 to 1 hexane to ethyl acetate as eluent gave (S)-methyl-2-phenylthiopropionate as a clear yellow oil (0.511 g, 2.60 mmol, 49%). [α]D ... Reactants: ClC1=CC=C(C(=O)N(C2=C(C=CC=C2C)C)CCCC(=O)O)C=C1 (N-(p-chlorobenzoyl)-4-(2,6-dimethylanilino)butyric acid), N(C)CC(=O)OCC (ethyl sarcosinate). Product: ClC1=CC=C(C(=O)N(C2=C(C=CC=C2C)C)CCCC(=O)N(C)CC(=O)OCC)C=C1 (ethyl N-[N-(p-chlorobenzoyl)-4-(2,6-dimethylanilino)butyryl]sarcosinate). RXN SMILES: [Cl:1][C:2]1[CH:24]=[CH:23][C:5]([C:6]([N:8]([CH2:17][CH2:18][CH2:19][C:20]([OH:22])=O)[C:9]2[C:14]([CH3:15])=[CH:13][CH:12]=[CH:11][C:10]=2[CH3:16])=[O:7])=[CH:4][CH:3]=1.[NH:25]([CH2:27][C:28]([O:30][CH2:31][CH3:32])=[O:29])[CH3:26]>>[Cl:1][C:2]1[CH:3]=[CH:4][C:5]([C:6]([N:8]([CH2:17][CH2:18][CH2:19][C:20]([N:25]([CH2:27][C:28]([O:30][CH2:31][CH3:32])=[O:29])[CH3:26])=[O:22])[C:9]2[C:14]([CH3:15])=[CH:13][CH:12]=[CH:11][C:10]=2[CH3:16])=[O:7])=[CH:23][CH:24]=1. Reported procedure: Analogously to Example 1, by using equivalent quantities, reacting N-(p-chlorobenzoyl)-4-(2,6-dimethylanilino)butyric acid and ethyl sarcosinate and suitable processing produces ethyl N-[N-(p-chlorobenzoyl)-4-(2,6-dimethylanilino)butyryl]sarcosinate (oil), saponification of which and processing of the reaction product yields N-[N-(p-chlorobenzoyl)-4-(2,6-dimethylanilino)butyryl]sarcosine (M.P. 103° to 105°). Starting materials: CC(=O)Cl, Cc1cc(Nc2nn(-c3ccc(N)cc3)c(=O)c3ccccc23)n[nH]1, c1ccncc1. Product: CC(=O)Nc1ccc(-n2nc(Nc3cc(C)[nH]n3)c3ccccc3c2=O)cc1. As a reaction SMILES: [C:26]([CH3:27])(=[O:28])[Cl:29].[NH2:1][c:2]1[cH:3][cH:4][c:5](-[n:8]2[c:9](=[O:25])[c:10]3[cH:11][cH:12][cH:13][cH:14][c:15]3[c:16]([NH:18][c:19]3[n:20][nH:21][c:22]([CH3:24])[cH:23]3)[n:17]2)[cH:6][cH:7]1.[cH:30]1[cH:31][cH:32][n:33][cH:34][cH:35]1>>[NH:1]([c:2]1[cH:3][cH:4][c:5](-[n:8]2[c:9](=[O:25])[c:10]3[cH:11][cH:12][cH:13][cH:14][c:15]3[c:16]([NH:18][c:19]3[n:20][nH:21][c:22]([CH3:24])[cH:23]3)[n:17]2)[cH:6][cH:7]1)[C:26]([CH3:27])=[O:28]. Starting materials: C(C)C1C(NC1)=O (3-ethylazetidine-2-one), C(C)(=O)[O-].[Na+] (sodium acetate), C(C)(=O)O (acetic acid), C(C)(=O)OO (peracetic acid). Run in C(Cl)Cl (methylene chloride). Reaction conditions: temperature -5 celsius. The product is C(C)(=O)OC1C(C(N1)=O)CC (4-acetoxy-3-ethylazetidine-2-one). Isolated yield 73.8%. As a reaction SMILES: [CH2:1]([CH:3]1[CH2:6][NH:5][C:4]1=[O:7])[CH3:2].[C:8]([O-:11])(=[O:10])[CH3:9].[Na+].C(O)(=O)C.C(OO)(=O)C>C(Cl)Cl>[C:8]([O:11][CH:6]1[NH:5][C:4](=[O:7])[CH:3]1[CH2:1][CH3:2])(=[O:10])[CH3:9] |f:1.2|. Procedure details: 1.0 g of 3-ethylazetidine-2-one and 0.83 g of anhydrous sodium acetate were suspended in 20 ml of methylene chloride and cooled to -5° C., to which 0.35 g of ruthenium acetylacetonate complex was added. 3.8 ml of acetic acid solution containing 40% peracetic acid was dropped thereto carefully so as to maintain the temperature not higher than 0° C., followed by the procedures in Example 2 to obtain 1.17 g of the title compound (yield: 74.5%). Reactants: Cc1ccc(C)c(C2CCCN2c2ccc3ncc(Br)n3n2)c1, N#Cc1cc(B(O)O)ccc1F, [Na+], [Na+], O=C([O-])[O-], C1COCCO1, O. Product: Cc1ccc(C)c(C2CCCN2c2ccc3ncc(-c4ccc(F)c(C#N)c4)n3n2)c1. As a reaction SMILES: [Br:19][c:20]1[cH:21][n:22][c:23]2[n:24]1[n:25][c:26]([N:29]1[CH:30]([c:34]3[c:35]([CH3:41])[cH:36][cH:37][c:38]([CH3:40])[cH:39]3)[CH2:31][CH2:32][CH2:33]1)[cH:27][cH:28]2.[C:7](#[N:8])[c:9]1[cH:10][c:11]([B:16]([OH:17])[OH:18])[cH:12][cH:13][c:14]1[F:15].[Na+:1].[Na+:2].[O-:3][C:4](=[O:5])[O-:6].[O:43]1[CH2:44][CH2:45][O:46][CH2:47][CH2:48]1.[OH2:42]>>[C:7](#[N:8])[c:9]1[cH:10][c:11](-[c:20]2[cH:21][n:22][c:23]3[n:24]2[n:25][c:26]([N:29]2[CH:30]([c:34]4[c:35]([CH3:41])[cH:36][cH:37][c:38]([CH3:40])[cH:39]4)[CH2:31][CH2:32][CH2:33]2)[cH:27][cH:28]3)[cH:12][cH:13][c:14]1[F:15]. Reactants: N1=CN=CC(=C1)B(O)O (5-pyrimidine boronic acid), BrC1=CC(=C(C(=C1)F)C(=O)N1[C@@H](CCC1)CN1CCCC1)F ((4-bromo-2,6-difluoro-phenyl)-((S)-2-pyrrolidin-1-ylmethyl-pyrrolidin-1-yl)-methanone). The product is FC1=C(C(=CC(=C1)C=1C=NC=NC1)F)C(=O)N1[C@@H](CCC1)CN1CCCC1 ((2,6-Difluoro-4-pyrimidin-5-yl-phenyl)-((S)-2-pyrrolidin-1-ylmethyl-pyrrolidin-1-yl)-methanone). RXN SMILES: [N:1]1[CH:6]=[C:5](B(O)O)[CH:4]=[N:3][CH:2]=1.Br[C:11]1[CH:16]=[C:15]([F:17])[C:14]([C:18]([N:20]2[CH2:24][CH2:23][CH2:22][C@H:21]2[CH2:25][N:26]2[CH2:30][CH2:29][CH2:28][CH2:27]2)=[O:19])=[C:13]([F:31])[CH:12]=1>>[F:17][C:15]1[CH:16]=[C:11]([C:5]2[CH:6]=[N:1][CH:2]=[N:3][CH:4]=2)[CH:12]=[C:13]([F:31])[C:14]=1[C:18]([N:20]1[CH2:24][CH2:23][CH2:22][C@H:21]1[CH2:25][N:26]1[CH2:30][CH2:29][CH2:28][CH2:27]1)=[O:19]. Procedure details: The title compound is prepared in a manner substantially analogous to Procedure WW starting from 5-pyrimidine boronic acid and (4-bromo-2,6-difluoro-phenyl)-((S)-2-pyrrolidin-1-ylmethyl-pyrrolidin-1-yl)-methanone to give 8 mg (8%). MS (ES+) 373 m/z Reactants: CC1(OC2=CC=C(C=C2CC1)S(=O)(=O)Cl)C (2,2-dimethylchroman-6-sulfonyl chloride), NCC(=O)OC(C)(C)C (tert-butyl 2-aminoacetate). Reagents/catalysts: CN(C)C=1C=CN=CC1 (DMAP). The solvent is C(Cl)Cl (DCM), CCOC(=O)C (EtOAc). Reaction conditions: temperature 25 celsius, time 8 hour. The product is CC1(OC2=CC=C(C=C2CC1)S(=O)(=O)NCC(=O)OC(C)(C)C)C (Tert-butyl 2-(2,2-dimethylchroman-6-sulfonamido)acetate). Isolated yield 88.0%. As a reaction SMILES: [CH3:1][C:2]1([CH3:16])[CH2:11][CH2:10][C:9]2[C:4](=[CH:5][CH:6]=[C:7]([S:12](Cl)(=[O:14])=[O:13])[CH:8]=2)[O:3]1.[NH2:17][CH2:18][C:19]([O:21][C:22]([CH3:25])([CH3:24])[CH3:23])=[O:20]>C(Cl)Cl.CN(C1C=CN=CC=1)C.CCOC(C)=O>[CH3:1][C:2]1([CH3:16])[CH2:11][CH2:10][C:9]2[C:4](=[CH:5][CH:6]=[C:7]([S:12]([NH:17][CH2:18][C:19]([O:21][C:22]([CH3:25])([CH3:24])[CH3:23])=[O:20])(=[O:14])=[O:13])[CH:8]=2)[O:3]1. Procedure details: To the solution of 2,2-dimethylchroman-6-sulfonyl chloride (3.165 g, 10.92 mmol) in DCM (50 mL) at −30° C. was added tert-butyl 2-aminoacetate (2.308 mL, 16.39 mmol), Hunig'sBase (3.82 mL, 21.85 mmol), and catalytic amount of DMAP. The mixture was stirred at 25° C. overnight while the reddish orange color of the reaction mixture turned bright yellow. The crude reaction mixture was diluted with EtOAc, washed with dilute aqueous hydrochloric acid solution, then aqueous NaHCO3 solution and brine. T... Starting materials: CC(=O)C1=CC(=C(C(=C1)OC)OC)OC (3,4,5-trimethoxyacetophenone), C(C)OC(N(C)C)OCC (dimethylformamide diethylacetal). Product: CN(C=CC(=O)C1=CC(=C(C(=C1)OC)OC)OC)C (3-dimethylamino-1-(3,4,5-trimethoxy-phenyl)-2-propen-1-one). Reaction SMILES: [CH3:1][C:2]([C:4]1[CH:9]=[C:8]([O:10][CH3:11])[C:7]([O:12][CH3:13])=[C:6]([O:14][CH3:15])[CH:5]=1)=[O:3].C(O[CH:19](OCC)[N:20]([CH3:22])[CH3:21])C>>[CH3:19][N:20]([CH3:22])[CH:21]=[CH:1][C:2]([C:4]1[CH:5]=[C:6]([O:14][CH3:15])[C:7]([O:12][CH3:13])=[C:8]([O:10][CH3:11])[CH:9]=1)=[O:3]. Reported procedure: 0.5 g (2.38 mmol) of 3,4,5-trimethoxyacetophenone is stirred in 2.7 ml of dimethylformamide diethylacetal for 96 h at 110°. After cooling to 0°, filtering and drying, 3-dimethylamino-1-(3,4,5-trimethoxy-phenyl)-2-propen-1-one is obtained; 1H-NMR (DMSO): 2.9 (3H,s), 3.1 (3H,s), 3.7 (3H,s), 3.85 (6H,s), 5.83 (1H,d), 7.19 (2H,s), 7.7 (1H,d). Procedure details: A reaction was performed according to the synthesis method of Intermediate 1 by using Intermediate 7 (2.0 g) and 10% palladium hydroxide/activated carbon (1.5 g). The reaction mixture was filtered through Celite, and the solvent of the filtrate was evaporated under reduced pressure. The residue was purified by column chromatography (Yamazen, n-hexane:ethyl acetate=3:1), and the solvent was evaporated under reduced pressure by using a rotary evaporator to obtain the title compound (1.5 g) (the re... Reagents/catalysts: [OH-].[Pd+2].[OH-] (palladium hydroxide). Reactants: OC1=CC=C2CCC(OC2=C1)=O (7-hydroxychroman-2-one), NC1=CC(=C(C=C1)/C=C/C(=O)OC)C ((E)-methyl 3-(4-amino-2-methylphenyl)acrylate). RXN SMILES: OC1C=C2C(CCC(=O)O2)=CC=1.[NH2:13][C:14]1[CH:19]=[CH:18][C:17](/[CH:20]=[CH:21]/[C:22]([O:24][CH3:25])=[O:23])=[C:16]([CH3:26])[CH:15]=1>[OH-].[Pd+2].[OH-]>[NH2:13][C:14]1[CH:19]=[CH:18][C:17]([CH2:20][CH2:21][C:22]([O:24][CH3:25])=[O:23])=[C:16]([CH3:26])[CH:15]=1 |f:2.3.4|. Isolated yield 74.2%. The product is NC1=CC(=C(C=C1)CCC(=O)OC)C (methyl 3-(4-amino-2-methylphenyl)propanoate). Starting materials: O=C([O-])[O-], Cc1nc2c(N)cc(N3CCOCC3)cc2n1Cc1cccc2ccccc12, F, O=N[O-], [Na+], [Na+], [Na+], c1ccncc1. Product: Cc1nc2c(F)cc(N3CCOCC3)cc2n1Cc1cccc2ccccc12. Reaction SMILES: [C:33](=[O:34])([O-:35])[O-:36].[CH3:1][c:2]1[n:3][c:4]2[c:5]([n:6]1[CH2:7][c:8]1[cH:9][cH:10][cH:11][c:12]3[cH:13][cH:14][cH:15][cH:16][c:17]13)[cH:18][c:19]([N:23]1[CH2:24][CH2:25][O:26][CH2:27][CH2:28]1)[cH:20][c:21]2[NH2:22].[FH:39].[N:29]([O-:30])=[O:31].[Na+:32].[Na+:37].[Na+:38].[cH:40]1[cH:41][cH:42][n:43][cH:44][cH:45]1>>[CH3:1][c:2]1[n:3][c:4]2[c:5]([n:6]1[CH2:7][c:8]1[cH:9][cH:10][cH:11][c:12]3[cH:13][cH:14][cH:15][cH:16][c:17]13)[cH:18][c:19]([N:23]1[CH2:24][CH2:25][O:26][CH2:27][CH2:28]1)[cH:20][c:21]2[F:39].